describe an organic reaction: reactants, conditions, products, and yield From a dataset of the Open Reaction Database (ORD), a public repository of structured organic reaction records. The reactants are CC(C)(C)OC(=O)NC(Cc1ccccc1)C(=O)O, CN1CCOCC1, CC(C)COC(=O)Cl, ClCCl, NC1C2CC3CC(C2)CC1C3. The product is CC(C)(C)OC(=O)NC(Cc1ccccc1)C(=O)NC1C2CC3CC(C2)CC1C3. As a reaction SMILES: [C:1]([CH3:2])([CH3:3])([CH3:4])[O:5][C:6](=[O:7])[NH:8][CH:9]([CH2:10][c:11]1[cH:12][cH:13][cH:14][cH:15][cH:16]1)[C:17](=[O:18])[OH:19].[CH3:20][N:21]1[CH2:22][CH2:23][O:24][CH2:25][CH2:26]1.[Cl:27][C:28]([O:29][CH2:30][CH:31]([CH3:32])[CH3:33])=[O:34].[Cl:46][CH2:47][Cl:48].[NH2:35][CH:36]1[CH:37]2[CH2:38][CH:39]3[CH2:40][CH:41]([CH2:42][CH:43]1[CH2:44]3)[CH2:45]2>>[C:1]([CH3:2])([CH3:3])([CH3:4])[O:5][C:6](=[O:7])[NH:8][CH:9]([CH2:10][c:11]1[cH:12][cH:13][cH:14][cH:15][cH:16]1)[C:17](=[O:19])[NH:35][CH:36]1[CH:37]2[CH2:38][CH:39]3[CH2:40][CH:41]([CH2:42][CH:43]1[CH2:44]3)[CH2:45]2. The reactants are FC=1C=CC2=C(N=C(S2)CN2C(C(SC3=C2C=CC=C3)CC(=O)OCC)=O)C1 (Ethyl 2-[4-(5-fluorobenzothiazol-2-yl)methyl-3,4-dihydro-3-oxo-2H-1,4-benzothiazin-2-yl]acetate), [OH-].[Na+] (sodium hydroxide). The solvent is methanol-dioxane. Product: FC=1C=CC2=C(N=C(S2)CN2C(C(SC3=C2C=CC=C3)CC(=O)O)=O)C1 (2-[4-(5-fluorobenzothiazol-2-yl]methyl-3,4-dihydro-3-oxo-2H-1,4-benzothiazin-2-yl]acetic acid). Isolated yield 76.4%. As a reaction SMILES: [F:1][C:2]1[CH:3]=[CH:4][C:5]2[S:9][C:8]([CH2:10][N:11]3[C:16]4[CH:17]=[CH:18][CH:19]=[CH:20][C:15]=4[S:14][CH:13]([CH2:21][C:22]([O:24]CC)=[O:23])[C:12]3=[O:27])=[N:7][C:6]=2[CH:28]=1.[OH-].[Na+]>>[F:1][C:2]1[CH:3]=[CH:4][C:5]2[S:9][C:8]([CH2:10][N:11]3[C:16]4[CH:17]=[CH:18][CH:19]=[CH:20][C:15]=4[S:14][CH:13]([CH2:21][C:22]([OH:24])=[O:23])[C:12]3=[O:27])=[N:7][C:6]=2[CH:28]=1 |f:1.2|. Procedure details: The compound of Example 1 (275 mg) was dissolved in methanol-dioxane (1:2, v/v, 3 ml), and 0.7 ml of 2N sodium hydroxide solution was added dropwise to the solution with stirring at room temperature. The mixture was stirred for further 90 minutes. The solvent was distilled off and the residue was diluted with water, then the aqueous mixture was acidified with 10% hydrochloric acid. The precipitated solid was crystallized from chloroform-hexane to give 196 mg of the title compound. The structural... Starting materials: BrC1=C(C=CC2=CC=CC=C12)C=O (1-bromo-2-naphthaldehyde), C([O-])([O-])=O.[Na+].[Na+] (sodium carbonate), C1(=CC=CC=C1)B(O)O (phenylboronic acid). Reagents/catalysts: C(C)(=O)[O-].[Pd+2].C(C)(=O)[O-] (palladium acetate). The solvent is CN(C=O)C.O (N,N-dimethylformamide water). Conditions: time 8 hour. Product: C1(=CC=CC=C1)C1=C(C=CC2=CC=CC=C12)C=O (1-phenyl-2-naphthaldehyde). Yield: 83.7%. As a reaction SMILES: Br[C:2]1[C:11]2[C:6](=[CH:7][CH:8]=[CH:9][CH:10]=2)[CH:5]=[CH:4][C:3]=1[CH:12]=[O:13].C(=O)([O-])[O-].[Na+].[Na+].[C:20]1(B(O)O)[CH:25]=[CH:24][CH:23]=[CH:22][CH:21]=1>CN(C)C=O.O.C([O-])(=O)C.[Pd+2].C([O-])(=O)C>[C:20]1([C:2]2[C:11]3[C:6](=[CH:7][CH:8]=[CH:9][CH:10]=3)[CH:5]=[CH:4][C:3]=2[CH:12]=[O:13])[CH:25]=[CH:24][CH:23]=[CH:22][CH:21]=1 |f:1.2.3,5.6,7.8.9|. Reported procedure: To a suspension of 1-bromo-2-naphthaldehyde (502 mg, 2.14 mmol), sodium carbonate (270 mg, 2.55 mmol), and phenylboronic acid (339 mg, 2.78 mmol) in 4.2 mL of N,N-dimethylformamide/water (2:1) was added palladium acetate (24 mg, 0.11 mmol) under nitrogen. After being stirred at room temperature overnight, the reaction mixture was filtered. The filtrate was diluted with diethyl ether, and the solution was washed with brine, and dried over MgSO4. After filtration, the filtrate was concentrated in ... The reactants are cyclic keto-ester, ClC1=CC(=CC=C1)C(=O)OO (metachloroperbenzoic acid), FC(S(=O)(=O)O)(F)F (trifluoromethanesulphonic acid). Run in ClCCl (dichloromethane). Reaction conditions: time 3 hour. The product is CC1(OC(COC1=O)=O)C (3,3-dimethyl-2,5-dioxane-1,4-dione). Yield: 60.0%. Reaction SMILES: ClC1C=C[CH:5]=[C:4]([C:8]([O:10]O)=[O:9])[CH:3]=1.FC(F)(F)S(O)(=O)=O>ClCCl>[CH3:5][C:4]1([CH3:3])[C:8](=[O:9])[O:10][CH2:4][C:8](=[O:9])[O:10]1. Procedure details: A solution of 1 g of cyclic keto-ester (7.8 mmol), 2.7 g of metachloroperbenzoic acid (2 eq.) and 70 μl of trifluoromethanesulphonic acid (0.1 eq.) in 20 ml of dichloromethane is left under stirring at ambient temperature for 3 hours. The solvent is eliminated under vacuum, then the medium is analyzed. NMR 1H reveals the complete conversion of the ring with 5 members and the formation of mostly 3,3-dimethyl-2,5-dioxane-1,4-dione (spectroscopic yield: 60%). The reactants are CC#N, CO, NCC(O)CO, O=C(O)CCn1cnc2c(=O)[nH]cnc21. The product is O=C(CCn1cnc2c(=O)[nH]cnc21)NCC(O)CO. As a reaction SMILES: [C:24](#[N:25])[CH3:26].[CH3:22][OH:23].[NH2:1][CH2:2][CH:3]([CH2:4][OH:5])[OH:6].[O:7]=[c:8]1[c:9]2[n:10][cH:11][n:12]([CH2:17][CH2:18][C:19](=[O:20])[OH:21])[c:13]2[n:14][cH:15][nH:16]1>>[NH:1]([CH2:2][CH:3]([CH2:4][OH:5])[OH:6])[C:19]([CH2:18][CH2:17][n:12]1[cH:11][n:10][c:9]2[c:8](=[O:7])[nH:16][cH:15][n:14][c:13]21)=[O:20]. Reactants: [OH-].[NH4+] (Ammonium hydroxide), C(=O)(O)C1=C(CCC(C1)(C1=CC(=C(C=C1)OC)OCC1CC1)C#N)OCOC (2-carboxy-4-cyano-4-(3-cyclopropylmethoxy-4-methoxyphenyl)-1-(methoxymethyloxy)cyclohex-1-ene), CN1CCOCC1 (N-methyl morpholine), ClC(=O)OCC(C)C (isobutyl chloroformate). Solvent: COCCOC (1,2-dimethoxyethane). Run at time 10 minute. The product is NC(=O)C1=C(CCC(C1)(C1=CC(=C(C=C1)OC)OCC1CC1)C#N)OCOC (2-Aminocarbonyl-4-cyano4-(3-cyclopropylmethoxy-4-methoxyphenyl)-1-(methoxymethyloxy)cyclohex-1-ene). The yield is 85.0%. Reaction SMILES: [C:1]([C:4]1[CH2:9][C:8]([C:23]#[N:24])([C:10]2[CH:15]=[CH:14][C:13]([O:16][CH3:17])=[C:12]([O:18][CH2:19][CH:20]3[CH2:22][CH2:21]3)[CH:11]=2)[CH2:7][CH2:6][C:5]=1[O:25][CH2:26][O:27][CH3:28])([OH:3])=O.C[N:30]1CCOCC1.ClC(OCC(C)C)=O.[OH-].[NH4+]>COCCOC>[NH2:30][C:1]([C:4]1[CH2:9][C:8]([C:23]#[N:24])([C:10]2[CH:15]=[CH:14][C:13]([O:16][CH3:17])=[C:12]([O:18][CH2:19][CH:20]3[CH2:22][CH2:21]3)[CH:11]=2)[CH2:7][CH2:6][C:5]=1[O:25][CH2:26][O:27][CH3:28])=[O:3] |f:3.4|. Procedure details: A mixture of 2-carboxy-4-cyano-4-(3-cyclopropylmethoxy-4-methoxyphenyl)-1-(methoxymethyloxy)cyclohex-1-ene (0.26 g, 0.67 mmol), N-methyl morpholine (0.09 ml, 0.8 mmol) and isobutyl chloroformate (0.1 mL, 0.77 mmol) in dry 1,2-dimethoxyethane (7 mL) was stirred under an argon atmosphere at room temperature for 10 min. Ammonium hydroxide (0.07 mL, 1.0 mmol) was added and stirring was continued for 0.5 h. The mixture was partitioned between methylene chloride and 5% aqueous sodium carbonate, was ex... Starting materials: COC1=CC=C(C=C1)S(=O)(=O)N(C1=C(C=CC=C1)B(O)O)COCC[Si](C)(C)C (2-([(4-methoxyphenyl)sulfonyl]{[2-(trimethylsilyl)ethoxy]methyl}amino) phenylboronic acid), BrC1=C(C=C(C=C1)F)C(C)=O (1-(2-bromo-5-fluorophenyl)ethanone), C(OC)COC (dimethoxyethane), C([O-])([O-])=O.[Na+].[Na+] (sodium carbonate). The reagents and catalysts are [Pd].C1(=CC=CC=C1)P(C1=CC=CC=C1)C1=CC=CC=C1.C1(=CC=CC=C1)P(C1=CC=CC=C1)C1=CC=CC=C1.C1(=CC=CC=C1)P(C1=CC=CC=C1)C1=CC=CC=C1.C1(=CC=CC=C1)P(C1=CC=CC=C1)C1=CC=CC=C1 (tetrakis(triphenylphosphine) palladium (0)). The solvent is C(C)O (ethanol). Conditions: temperature 90 celsius. Product: C(C)(=O)C1=C(C=C(C=C1)F)C1=C(C=CC=C1)N(S(=O)(=O)C1=CC=C(C=C1)OC)COCC[Si](C)(C)C (N-(2′-Acetyl-5′-fluoro-1,1′-biphenyl-2-yl)-4-methoxy-N-{[2-(trimethylsilyl)ethoxy]methyl}benzenesulfonamide). Reaction SMILES: [CH3:1][O:2][C:3]1[CH:8]=[CH:7][C:6]([S:9]([N:12]([CH2:22][O:23][CH2:24][CH2:25][Si:26]([CH3:29])([CH3:28])[CH3:27])[C:13]2[CH:18]=[CH:17][CH:16]=[CH:15][C:14]=2B(O)O)(=[O:11])=[O:10])=[CH:5][CH:4]=1.Br[C:31]1[CH:36]=[CH:35][C:34]([F:37])=[CH:33][C:32]=1C(=O)C.C(=O)([O-])[O-].[Na+].[Na+].[CH2:47]([CH2:50][O:51]C)OC>C(O)C.[Pd].C1(P(C2C=CC=CC=2)C2C=CC=CC=2)C=CC=CC=1.C1(P(C2C=CC=CC=2)C2C=CC=CC=2)C=CC=CC=1.C1(P(C2C=CC=CC=2)C2C=CC=CC=2)C=CC=CC=1.C1(P(C2C=CC=CC=2)C2C=CC=CC=2)C=CC=CC=1>[C:50]([C:31]1[CH:36]=[CH:35][C:34]([F:37])=[CH:33][C:32]=1[C:14]1[CH:15]=[CH:16][CH:17]=[CH:18][C:13]=1[N:12]([CH2:22][O:23][CH2:24][CH2:25][Si:26]([CH3:29])([CH3:28])[CH3:27])[S:9]([C:6]1[CH:7]=[CH:8][C:3]([O:2][CH3:1])=[CH:4][CH:5]=1)(=[O:11])=[O:10])(=[O:51])[CH3:47] |f:2.3.4,7.8.9.10.11|. Procedure details: To a solution of 2-([(4-methoxyphenyl)sulfonyl]{[2-(trimethylsilyl)ethoxy]methyl}amino) phenylboronic acid (3.31 g, 7.57 mmol) and tetrakis(triphenylphosphine) palladium (0) (0.87 g, 0.76 mmol) in dimethoxyethane (30 niL) under argon was added 1-(2-bromo-5-fluorophenyl)ethanone (1.86 g, 8.57 mmol) in ethanol (1 mL). Aqueous sodium carbonate (2 M, 40 mL) was added and the reaction mixture was heated at 90° C. for 14 hours. The solvent was removed in vacuo and the residue was partitioned between w... The reactants are ClC1=C(C(=O)C2=CC=C(C=C2)F)C=CC(=C1Cl)F (2,3-dichloro-4,4'-difluorobenzophenone), OO (hydrogen peroxide). The product is FC1=CC=C(C=C1)O (4-fluorophenol), ClC1=C(C(=O)O)C=CC(=C1Cl)F (2,3-dichloro-4-fluorobenzoic acid). The yield is 78.0%. Reaction SMILES: [Cl:1][C:2]1[C:16]([Cl:17])=[C:15]([F:18])[CH:14]=[CH:13][C:3]=1[C:4](C1C=CC(F)=CC=1)=[O:5].[OH:19]O>>[F:18][C:15]1[CH:14]=[CH:13][C:3]([OH:19])=[CH:2][CH:16]=1.[Cl:1][C:2]1[C:16]([Cl:17])=[C:15]([F:18])[CH:14]=[CH:13][C:3]=1[C:4]([OH:5])=[O:19]. Procedure: If the procedure is as described in Example 13, except that 50.1 g (0.175 mol) of 2,3-dichloro-4,4'-difluorobenzophenone and 10 g of 90 percent hydrogen peroxide, solution are used, 11.8 g (0.105 mol, 60%) of 4-fluorophenol and 28.3 g (0.136 mol, 78%) of 2,3-dichloro-4-fluorobenzoic acid are obtained. Reactants: C1(=CC=CC=C1)S(=O)(=O)NC(CC(=O)O)C (N-benzenesulfonyl-3 aminobutyric acid), CC(CCC)O (2-Pentanol). Reagents/catalysts: OS(=O)(=O)O (H2SO4). Run in C1(=CC=CC=C1)C (toluene). Yields the product CC(CCC)OC(CC(C)NS(=O)(=O)C1=CC=CC=C1)=O (N-benzenesulfonyl-3-aminobutyric acid 1-methyl-1-butyl ester). Isolated yield 77.6%. RXN SMILES: [C:1]1([S:7]([NH:10][CH:11]([CH3:16])[CH2:12][C:13]([OH:15])=[O:14])(=[O:9])=[O:8])[CH:6]=[CH:5][CH:4]=[CH:3][CH:2]=1.[CH3:17][CH:18](O)[CH2:19][CH2:20][CH3:21]>OS(O)(=O)=O.C1(C)C=CC=CC=1>[CH3:17][CH:18]([O:14][C:13](=[O:15])[CH2:12][CH:11]([NH:10][S:7]([C:1]1[CH:2]=[CH:3][CH:4]=[CH:5][CH:6]=1)(=[O:9])=[O:8])[CH3:16])[CH2:19][CH2:20][CH3:21]. Reported procedure: The mixture of 2.0 gr DL-N benzensulfonyl-3 aminobutyric acid (I), 1.2 gr 2-Pentanol, 30 ml toluene and 0.04 gr H2SO4 (conc) was heated under reflux for ca 6 hr. The reaction was treated as in the previous example. 2.0 gr of the ester was obtained, confirmed by spectroscopy.